From a dataset of the Open Reaction Database (ORD), a public repository of structured organic reaction records. describe an organic reaction: reactants, conditions, products, and yield Reaction SMILES: [CH3:30][S:31](=[O:32])[CH3:33].[NH2:1][c:2]1[n:3][c:4]([NH2:27])[c:5]2[c:6]([n:7]1)[n:8][cH:9][c:10]([CH2:13][CH:14]([CH2:15][CH3:16])[c:17]1[cH:18][cH:19][c:20]([C:21](=[O:22])[O:23][CH3:24])[cH:25][cH:26]1)[c:11]2[CH3:12].[Na+:29].[OH-:28]>>[NH2:1][c:2]1[n:3][c:4]([NH2:27])[c:5]2[c:6]([n:7]1)[n:8][cH:9][c:10]([CH2:13][CH:14]([CH2:15][CH3:16])[c:17]1[cH:18][cH:19][c:20]([C:21](=[O:22])[OH:23])[cH:25][cH:26]1)[c:11]2[CH3:12]. Product: CCC(Cc1cnc2nc(N)nc(N)c2c1C)c1ccc(C(=O)O)cc1. Reactants: CS(C)=O, CCC(Cc1cnc2nc(N)nc(N)c2c1C)c1ccc(C(=O)OC)cc1, [Na+], [OH-]. Reactants: C([O-])(O)=O.[Na+] (sodium bicarbonate), C=O (formalin), C(C)(=O)O[BH-](OC(C)=O)OC(C)=O.[Na+] (sodium triacetoxyborohydride), C(C)NC=1N=CC2=C(N3CCC[C@H]3CN(C2=O)C2=CC(=CC=C2)OC2CCNCC2)N1 ((S)-9-Ethylamino-5-[3-(piperidin-4-yloxy)phenyl]-1,2,3,3a,4,5-hexahydro-5,8,10,10b-tetraazabenzo[e]azulen-6-one). Run in ClCCCl (1,2-dichloroethane). Conditions: time 2 hour. Product: C(C)NC=1N=CC2=C(N3CCC[C@H]3CN(C2=O)C2=CC(=CC=C2)OC2CCN(CC2)C)N1 ((S)-9-Ethylamino-5-[3-(1-methylpiperidin-4-yloxy)phenyl]-1,2,3,3a,4,5-hexahydro-5,8,10,10b-tetraazabenzo[e]azulen-6-one). Yield: 90.8%. Reaction SMILES: [CH2:1]([NH:3][C:4]1[N:5]=[CH:6][C:7]2[C:16](=[O:17])[N:15]([C:18]3[CH:23]=[CH:22][CH:21]=[C:20]([O:24][CH:25]4[CH2:30][CH2:29][NH:28][CH2:27][CH2:26]4)[CH:19]=3)[CH2:14][C@H:13]3[N:9]([CH2:10][CH2:11][CH2:12]3)[C:8]=2[N:31]=1)[CH3:2].C=O.[C:34](O[BH-](OC(=O)C)OC(=O)C)(=O)C.[Na+].C(=O)(O)[O-].[Na+]>ClCCCl>[CH2:1]([NH:3][C:4]1[N:5]=[CH:6][C:7]2[C:16](=[O:17])[N:15]([C:18]3[CH:23]=[CH:22][CH:21]=[C:20]([O:24][CH:25]4[CH2:30][CH2:29][N:28]([CH3:34])[CH2:27][CH2:26]4)[CH:19]=3)[CH2:14][C@H:13]3[N:9]([CH2:10][CH2:11][CH2:12]3)[C:8]=2[N:31]=1)[CH3:2] |f:2.3,4.5|. Procedure: Compound 147 (100 mg, 0.237 mmol) obtained in Example 147 was dissolved in 1,2-dichloroethane (5 mL), and the mixture was stirred at room temperature for 2 hours after adding 37% formalin solution (0.0530 mL, 0.710 mmol) and sodium triacetoxyborohydride (150 mg, 0.710 mmol). Thereafter, a saturated aqueous sodium bicarbonate solution was added to the mixture, and the mixture was extracted with chloroform. The organic layer was dried over anhydrous magnesium sulfate, concentrated under reduced pr... Reactants: ClC=1N(C(C=2NC(=NC2N1)C=1C=NN(C1)CC1=CC(=CC=C1)C(F)(F)F)=O)CCC (2-Chloro-1-propyl-8-[1-(3-trifluoromethyl-benzyl)-1H-pyrazol-4-yl]-1,7-dihydro-purin-6-one), N (ammonia). Conditions: temperature 127.5 celsius. Product: NC=1N(C(C=2NC(=NC2N1)C=1C=NN(C1)CC1=CC(=CC=C1)C(F)(F)F)=O)CCC (2-Amino-1-propyl-8-[1-(3-trifluoromethyl-benzyl)-1H-pyrazol-4-yl]-1,7-dihydro-purin-6-one). Isolated yield 41.0%. RXN SMILES: Cl[C:2]1[N:3]([CH2:28][CH2:29][CH3:30])[C:4](=[O:27])[C:5]2[NH:6][C:7]([C:11]3[CH:12]=[N:13][N:14]([CH2:16][C:17]4[CH:22]=[CH:21][CH:20]=[C:19]([C:23]([F:26])([F:25])[F:24])[CH:18]=4)[CH:15]=3)=[N:8][C:9]=2[N:10]=1.[NH3:31]>>[NH2:31][C:2]1[N:3]([CH2:28][CH2:29][CH3:30])[C:4](=[O:27])[C:5]2[NH:6][C:7]([C:11]3[CH:12]=[N:13][N:14]([CH2:16][C:17]4[CH:22]=[CH:21][CH:20]=[C:19]([C:23]([F:26])([F:25])[F:24])[CH:18]=4)[CH:15]=3)=[N:8][C:9]=2[N:10]=1. Procedure details: A mixture of 2-Chloro-1-propyl-8-[1-(3-trifluoromethyl-benzyl)-1H-pyrazol-4-yl]-1,7-dihydro-purin-6-one (0.2 g, 0.45 mmol) (prepared as given in Example 1), ammonia solution (20 ml) was heated at 125-130° C. in a sealed tube for 5 days. Reaction mixture was cooled to 0° C. and solid was filtered, washed with methanol, dried and purified by column chromatography using silica gel (100-200 mesh) and 6 to 8% methanol in DCM as an eluent to obtain 2-Amino-1-propyl-8-[1-(3-trifluoromethyl-benzyl)-1H-p...